Dataset: the Open Reaction Database (ORD), a public repository of structured organic reaction records. Task: describe an organic reaction: reactants, conditions, products, and yield The reactants are C(#C)C(O)C1=CC=2C(CCC(C2C=C1)(C)C)(C)C (α-ethynyl-5,6,7,8-tetrahydro-5,5,8,8-tetramethyl-2-naphthalenemethanol), IC1=CC=C(C=C1)C (4-iodotoluene). Yields the product OC(C#CC1=CC=C(C=C1)C)C1=CC=2C(CCC(C2C=C1)(C)C)(C)C (4-[3-hydroxy-3-(5,6,7,8-tetrahydro-5,5,8,8-tetramethyl-2-naphthyl)-1-propynyl]toluene). Isolated yield 89.6%. Reaction SMILES: [C:1]([CH:3]([C:5]1[CH:14]=[CH:13][C:12]2[C:11]([CH3:16])([CH3:15])[CH2:10][CH2:9][C:8]([CH3:18])([CH3:17])[C:7]=2[CH:6]=1)[OH:4])#[CH:2].I[C:20]1[CH:25]=[CH:24][C:23]([CH3:26])=[CH:22][CH:21]=1>>[OH:4][CH:3]([C:5]1[CH:14]=[CH:13][C:12]2[C:11]([CH3:16])([CH3:15])[CH2:10][CH2:9][C:8]([CH3:18])([CH3:17])[C:7]=2[CH:6]=1)[C:1]#[C:2][C:20]1[CH:25]=[CH:24][C:23]([CH3:26])=[CH:22][CH:21]=1. Procedure details: Following the basic procedure of Example 11(d), by reacting 1.2 g (5 mmol) of α-ethynyl-5,6,7,8-tetrahydro-5,5,8,8-tetramethyl-2-naphthalenemethanol with 1.1 g (5 mmol) of 4-iodotoluene, 1.49 g (45%) of the expected compound was recovered, after chromatography on a silica column eluted with dichloromethane, in the form of a brown oil.